Dataset: the Open Reaction Database (ORD), a public repository of structured organic reaction records. Task: describe an organic reaction: reactants, conditions, products, and yield Product: COC([C@@H](NC(=O)OCC=C)C)=O (N-(allyloxycarbonyl)alanine methyl ester). Starting materials: C(C=C)OC(=O)N[C@@H](C)C(=O)O (N-(allyloxycarbonyl)alanine), Cl (HCl), C([O-])(O)=O.[Na+] (sodium bicarbonate). Run in CO (CH3OH). As a reaction SMILES: [CH2:1]([O:4][C:5]([NH:7][C@H:8]([C:10]([OH:12])=[O:11])[CH3:9])=[O:6])[CH:2]=[CH2:3].Cl.[C:14](=O)(O)[O-].[Na+]>CO>[CH3:14][O:11][C:10](=[O:12])[C@H:8]([CH3:9])[NH:7][C:5]([O:4][CH2:1][CH:2]=[CH2:3])=[O:6] |f:2.3|. Procedure: A solution of 0.06 mol of N-(allyloxycarbonyl)alanine, prepared as described by H. Kunz and C. Unverzagt in Angew. Chem. Int. Ed. Engl., 1984, 23, 436-437, and 0.066 mol of HCl in 100 mL of CH3OH is stirred at reflux for 8 hours. The solution is then cooled and treated with 0.066 mol of sodium bicarbonate. The solvent is removed by rotary evaporator, and the residue is dissolved in diethyl ether, filtered, dried over MgSO4, and filtered. The solvent is removed by rotary evaporator to give N-(all... Reactants: CS(=O)(=O)O (methanesulfonic acid), N1([C@H](C(=O)N(CC)CC2=CC=CC=C2)CCC1)C(=O)OC(C)(C)C (Boc-Pro-NEtBn), N([C@@H](CCCNC(NS(=O)(=O)C1=CC=C(C)C=C1)=N)C(=O)O)C(=O)OC(C)(C)C (Boc-Arg(Ts)), C([O-])([O-])=O.[Na+].[Na+] (sodium carbonate), compound. Run at time 24 hour. Procedure details: Boc-Arg(Ts)-Pro-NEtBn was prepared by a similar procedure to Example 1 from Boc-Pro-NEtBn and Boc-Arg(Ts). To the solution composed of the compound (1.00 g), chlorobenzene (5.8 ml) and DBF (1.5 ml), methanesulfonic acid (1.41 g, 9.8 equivalents) was added at room temperature, and the resulting mixture was stirred at room temperature for 24 hours, thereby the Boc group was removed (reaction conversion ratio: 100.0%). After the reaction, 10% aqueous sodium carbonate solution (12 ml) was added ther... The solvent is ClC1=CC=CC=C1 (chlorobenzene). Reaction SMILES: [N:1]1([C:18]([O:20]C(C)(C)C)=O)[CH2:17][CH2:16][CH2:15][C@H:2]1[C:3]([N:5]([CH2:8][C:9]1[CH:14]=[CH:13][CH:12]=[CH:11][CH:10]=1)[CH2:6][CH3:7])=[O:4].[NH:25]([C:47]([O:49][C:50]([CH3:53])([CH3:52])[CH3:51])=[O:48])[C@H:26](C(O)=O)[CH2:27][CH2:28][CH2:29][NH:30][C:31](=[NH:43])[NH:32][S:33]([C:36]1[CH:42]=[CH:41][C:39]([CH3:40])=[CH:38][CH:37]=1)(=[O:35])=[O:34].CS(O)(=O)=O.C(=O)([O-])[O-].[Na+].[Na+]>ClC1C=CC=CC=1>[NH:25]([C:47]([O:49][C:50]([CH3:53])([CH3:52])[CH3:51])=[O:48])[C@H:26]([C:18]([N:1]1[CH2:17][CH2:16][CH2:15][C@H:2]1[C:3]([N:5]([CH2:8][C:9]1[CH:10]=[CH:11][CH:12]=[CH:13][CH:14]=1)[CH2:6][CH3:7])=[O:4])=[O:20])[CH2:27][CH2:28][CH2:29][NH:30][C:31](=[NH:43])[NH:32][S:33]([C:36]1[CH:42]=[CH:41][C:39]([CH3:40])=[CH:38][CH:37]=1)(=[O:35])=[O:34] |f:3.4.5|. Product: N([C@@H](CCCNC(NS(=O)(=O)C1=CC=C(C)C=C1)=N)C(=O)N1[C@H](C(=O)N(CC)CC2=CC=CC=C2)CCC1)C(=O)OC(C)(C)C (Boc-Arg(Ts)-Pro-NEtBn). Reactants: O1CCC(CC1)CN (1-(tetrahydro-2H-pyran-4-yl)methylamine), ON1N=NC2=C1C=CC=C2 (1-hydroxybenzotriazole), Cl.C(C)N=C=NCCCN(C)C (1-ethyl-(3-dimethylaminopropyl)carbodiimide hydrochloride), [C@@H]12[C@@H](C[C@@H](CC1)C2)NC2=NC=C(C(=N2)C(F)(F)F)C(=O)O (rac-2-[(1R,2R,4S)-bicyclo[2.2.1]hept-2-ylamino]-4-(trifluoromethyl)pyrimidine-5-carboxylic acid). Product: [C@@H]12[C@@H](C[C@@H](CC1)C2)NC2=NC=C(C(=N2)C(F)(F)F)C(=O)NCC2CCOCC2 (rac-2-[(1R,2R,4S)-bicyclo[2.2.1]hept-2-ylamino]-N-(tetrahydro-2H-pyran-4-ylmethyl)-4-(trifluoromethyl)pyrimidine-5-carboxamide). The solvent is O (water), CN(C=O)C (N,N-dimethyl formamide). The yield is 87.2%. Procedure details: To a mixture of rac-2-[(1R,2R,4S)-bicyclo[2.2.1]hept-2-ylamino]-4-(trifluoromethyl)pyrimidine-5-carboxylic acid (150 mg) and N,N-dimethyl formamide (3.0 mL) were added 1-(tetrahydro-2H-pyran-4-yl)methylamine (69 mg), 1-hydroxybenzotriazole (81 mg), and 1-ethyl-(3-dimethylaminopropyl)carbodiimide hydrochloride (115 mg) in this order at room temperature, and then the mixture was stirred at room temperature for 5 hours. To the reaction mixture was added water, followed by extraction with ethyl acet... Reaction conditions: time 5 hour. As a reaction SMILES: [C@H:1]12[CH2:7][C@H:4]([CH2:5][CH2:6]1)[CH2:3][C@H:2]2[NH:8][C:9]1[N:14]=[C:13]([C:15]([F:18])([F:17])[F:16])[C:12]([C:19](O)=[O:20])=[CH:11][N:10]=1.[O:22]1[CH2:27][CH2:26][CH:25]([CH2:28][NH2:29])[CH2:24][CH2:23]1.ON1C2C=CC=CC=2N=N1.Cl.C(N=C=NCCCN(C)C)C>O.CN(C)C=O>[C@H:1]12[CH2:7][C@H:4]([CH2:5][CH2:6]1)[CH2:3][C@H:2]2[NH:8][C:9]1[N:14]=[C:13]([C:15]([F:17])([F:18])[F:16])[C:12]([C:19]([NH:29][CH2:28][CH:25]2[CH2:26][CH2:27][O:22][CH2:23][CH2:24]2)=[O:20])=[CH:11][N:10]=1 |f:3.4|. Reactants: ClC1=C(C=CC=C1)C1C(CCCC1)=O (2-(2-Chloro-phenyl)-cyclohexanone), BrBr (bromine). Solvent: C(Cl)(Cl)Cl (chloroform), C(Cl)(Cl)Cl (chloroform). Yields the product BrC1CCCC(C1=O)C1=C(C=CC=C1)Cl (6-Bromo-2-(2-chloro-phenyl)-cyclohexanone). Isolated yield 112.7%. As a reaction SMILES: [Cl:1][C:2]1[CH:7]=[CH:6][CH:5]=[CH:4][C:3]=1[CH:8]1[CH2:13][CH2:12][CH2:11][CH2:10][C:9]1=[O:14].[Br:15]Br>C(Cl)(Cl)Cl>[Br:15][CH:10]1[C:9](=[O:14])[CH:8]([C:3]2[CH:4]=[CH:5][CH:6]=[CH:7][C:2]=2[Cl:1])[CH2:13][CH2:12][CH2:11]1. Procedure: 2-(2-Chloro-phenyl)-cyclohexanone (51 mg, 0.25 mmol) was dissolved in chloroform (1 mL). To this solution bromine (42.3 mg, 0.27 mmol) in chloroform (0.5 mL) was added drop wise at room temperature. The reaction was stirred for 1½ hours at room temperature. The solvent was removed under reduced pressure to yield the crude title compound (81 mg) which was used directly in the next step without further purification. Starting materials: C1(CC1)CNC(OC(C)(C)C)=O (tert-butyl cyclopropylmethylcarbamate), O (water), [H-].[Na+] (NaH), ClCC=1NC(C2=C(N1)CCOC2)=O (2-(chloromethyl)-7,8-dihydro-3H-pyrano[4,3-d]pyrimidin-4(5H)-one). Solvent: CN(C)C=O (DMF). Reaction conditions: time 12 hour. The product is C1(CC1)CN(C(OC(C)(C)C)=O)CC=1NC(C2=C(N1)CCOC2)=O (tert-butyl cyclopropylmethyl((4-oxo-4,5,7,8-tetrahydro-3H-pyrano[4,3-d]pyrimidin-2-yl)methyl)carbamate), solid. Reaction SMILES: [H-].[Na+].Cl[CH2:4][C:5]1[NH:6][C:7](=[O:15])[C:8]2[CH2:14][O:13][CH2:12][CH2:11][C:9]=2[N:10]=1.[CH:16]1([CH2:19][NH:20][C:21](=[O:27])[O:22][C:23]([CH3:26])([CH3:25])[CH3:24])[CH2:18][CH2:17]1.O>CN(C=O)C>[CH:16]1([CH2:19][N:20]([CH2:4][C:5]2[NH:6][C:7](=[O:15])[C:8]3[CH2:14][O:13][CH2:12][CH2:11][C:9]=3[N:10]=2)[C:21](=[O:27])[O:22][C:23]([CH3:25])([CH3:24])[CH3:26])[CH2:17][CH2:18]1 |f:0.1|. Procedure details: To a stirred solution of NaH (11.96 g, 299 mmol) in 260 mL DMF at 0° C. was sequentially added 2-(chloromethyl)-7,8-dihydro-3H-pyrano[4,3-d]pyrimidin-4(5H)-one (20 g, 100 mmol) and tert-butyl cyclopropylmethylcarbamate (17.07 g, 100 mmol) in small portions in order to maintain the internal temperature at or below 5° C. The reaction mixture was allowed to warm to room temperature slowly with continued stirring over 12 h. The reaction was cooled to 0 C and water was added slowly (˜250 mL total). T... The reactants are C1(=CC=CC=C1)C1=NC(NC=C1C1=CC=CC=C1)=O (4,5-diphenyl-2(1H)-pyrimidinone), BrCCCCCCCC(=O)OC (methyl 8-bromooctanoate). Product: O=C1N(C=C(C(=N1)C1=CC=CC=C1)C1=CC=CC=C1)CCCCCCCC(=O)OC (Methyl 2-Oxo-4,5-diphenyl-1(2H)-pyrimidineoctanoate). Reaction SMILES: [C:1]1([C:7]2[C:12]([C:13]3[CH:18]=[CH:17][CH:16]=[CH:15][CH:14]=3)=[CH:11][NH:10][C:9](=[O:19])[N:8]=2)[CH:6]=[CH:5][CH:4]=[CH:3][CH:2]=1.Br[CH2:21][CH2:22][CH2:23][CH2:24][CH2:25][CH2:26][CH2:27][C:28]([O:30][CH3:31])=[O:29]>>[O:19]=[C:9]1[N:8]=[C:7]([C:1]2[CH:2]=[CH:3][CH:4]=[CH:5][CH:6]=2)[C:12]([C:13]2[CH:14]=[CH:15][CH:16]=[CH:17][CH:18]=2)=[CH:11][N:10]1[CH2:21][CH2:22][CH2:23][CH2:24][CH2:25][CH2:26][CH2:27][C:28]([O:30][CH3:31])=[O:29]. Reported procedure: Reaction of 4,5-diphenyl-2(1H)-pyrimidinone and methyl 8-bromooctanoate according to the procedure of Example 1 provided the title compound, m.p. 80°-83° C.